From a dataset of the Open Reaction Database (ORD), a public repository of structured organic reaction records. describe an organic reaction: reactants, conditions, products, and yield Reactants: C(C)[C@H]1C[C@H](N(C1)C(=O)OC(C)(C)C)C(=O)OCC1=CC=CC=C1 ((2S,4S)-2-benzyl 1-tert-butyl 4-ethylpyrrolidine-1,2-dicarboxylate). The reagents and catalysts are [Pd] (Pd/C). The solvent is CO (MeOH). Reaction conditions: time 8 hour. Product: C(C)(C)(C)OC(=O)N1[C@@H](C[C@@H](C1)CC)C(=O)O ((2S,4S)-1-(tert-butoxycarbonyl)-4-ethylpyrrolidine-2-carboxylic acid). Isolated yield 76.0%. RXN SMILES: [CH2:1]([C@@H:3]1[CH2:7][N:6]([C:8]([O:10][C:11]([CH3:14])([CH3:13])[CH3:12])=[O:9])[C@H:5]([C:15]([O:17]CC2C=CC=CC=2)=[O:16])[CH2:4]1)[CH3:2]>CO.[Pd]>[C:11]([O:10][C:8]([N:6]1[CH2:7][C@@H:3]([CH2:1][CH3:2])[CH2:4][C@H:5]1[C:15]([OH:17])=[O:16])=[O:9])([CH3:12])([CH3:13])[CH3:14]. Reported procedure: A mixture of (2S,4S)-2-benzyl 1-tert-butyl 4-ethylpyrrolidine-1,2-dicarboxylate (18 g, 54.1 mmol), Pd/C (3.6 g) in MeOH (1 L) was hydrogenated at room temperature overnight. TLC showed that the reaction was completed. The mixture was filtered by Celite. The filtrate was concentrated to afford (2S,4S)-1-(tert-butoxycarbonyl)-4-ethylpyrrolidine-2-carboxylic acid (10 g, 77%) as white solid. 1H NMR: 400 MHz CDCl3: δ 9.88 (br, 1H), 4.31-4.19 (m, 1H), 3.82-3.68 (m, 1H), 3.03-2.95 (m, 1H), 2.49-2.39 (m... Starting materials: CC1(COB(OC1)C=1C=CC(=C(C1)C=1C(=CC(=CC1)F)C#N)F)C (5′-(5,5-Dimethyl-[1,3,2]dioxaborinan-2-yl)-4,2′-difluorobiphenyl-2-carbonitrile), BrC1=CN=C2N1N=CC(=N2)C(C)(C)O (2-(7-bromoimidazo[1,2-b][1,2,4]triazin-3-yl)propan-2-ol). Yields the product FC=1C=C(C(=CC1)C1=C(C=CC(=C1)C1=CN=C2N1N=CC(=N2)C(C)(C)O)F)C#N (4,2′-Difluoro-5′-[3-(1-hydroxy-1-methylethyl)imidazo[1,2-b][1,2,4]triazin-7-yl]biphenyl-2-carbonitrile). Isolated yield 54.0%. As a reaction SMILES: CC1(C)COB([C:8]2[CH:9]=[CH:10][C:11]([F:23])=[C:12]([C:14]3[C:15]([C:21]#[N:22])=[CH:16][C:17]([F:20])=[CH:18][CH:19]=3)[CH:13]=2)OC1.Br[C:26]1[N:30]2[N:31]=[CH:32][C:33]([C:35]([OH:38])([CH3:37])[CH3:36])=[N:34][C:29]2=[N:28][CH:27]=1>>[F:20][C:17]1[CH:16]=[C:15]([C:21]#[N:22])[C:14]([C:12]2[CH:13]=[C:8]([C:26]3[N:30]4[N:31]=[CH:32][C:33]([C:35]([OH:38])([CH3:36])[CH3:37])=[N:34][C:29]4=[N:28][CH:27]=3)[CH:9]=[CH:10][C:11]=2[F:23])=[CH:19][CH:18]=1. Procedure details: 5′-(5,5-Dimethyl-[1,3,2]dioxaborinan-2-yl)-4,2′-difluorobiphenyl-2-carbonitrile (see Example 4) was coupled to 2-(7-bromoimidazo[1,2-b][1,2,4]triazin-3-yl)propan-2-ol in 54% yield using a similar procedure to that described in Example 3, step f, to give a yellow solid: mp 215° C.; 1H NMR (360 MHz, CDCl3) δ 1.71 (6H, s), 3.27 (1H, br s), 7.35-7.59 (4H, m), 8.09-8.15 (2H, m), 8.26 (1H, s), 8.78 (1H, s); MS (ES+) m/z 392 [M+H]+. Anal. Found: C, 64.38; H, 3.88; N, 17.66%. Required for C21H15F2N5O: C...